Task: describe an organic reaction: reactants, conditions, products, and yield. Dataset: the Open Reaction Database (ORD), a public repository of structured organic reaction records Reactants: CN(C)C=O, C#CCOC(Cl)c1ccc(Cl)cc1, [Na+], N#C[Na], [OH-], O. The product is C#CCOC(C#N)c1ccc(Cl)cc1. As a reaction SMILES: [CH3:20][N:21]([CH3:22])[CH:23]=[O:24].[Cl:1][c:2]1[cH:3][cH:4][c:5]([CH:8]([O:9][CH2:10][C:11]#[CH:12])[Cl:13])[cH:6][cH:7]1.[Na+:19].[Na:14][C:15]#[N:16].[OH-:18].[OH2:17]>>[Cl:1][c:2]1[cH:3][cH:4][c:5]([CH:8]([O:9][CH2:10][C:11]#[CH:12])[C:15]#[N:16])[cH:6][cH:7]1.